This data is from the Open Reaction Database (ORD), a public repository of structured organic reaction records. The task is: describe an organic reaction: reactants, conditions, products, and yield Yields the product Fc1ccc(C(Nc2ncccn2)C2CCN(CCCOc3ccccc3)CC2)cc1. The reactants are Clc1ncccn1, NC(c1ccc(F)cc1)C1CCN(CCCOc2ccccc2)CC1, C1CCOC1. As a reaction SMILES: [Cl:26][c:27]1[n:28][cH:29][cH:30][cH:31][n:32]1.[F:1][c:2]1[cH:3][cH:4][c:5]([CH:8]([NH2:9])[CH:10]2[CH2:11][CH2:12][N:13]([CH2:16][CH2:17][CH2:18][O:19][c:20]3[cH:21][cH:22][cH:23][cH:24][cH:25]3)[CH2:14][CH2:15]2)[cH:6][cH:7]1.[O:33]1[CH2:34][CH2:35][CH2:36][CH2:37]1>>[F:1][c:2]1[cH:3][cH:4][c:5]([CH:8]([NH:9][c:27]2[n:28][cH:29][cH:30][cH:31][n:32]2)[CH:10]2[CH2:11][CH2:12][N:13]([CH2:16][CH2:17][CH2:18][O:19][c:20]3[cH:21][cH:22][cH:23][cH:24][cH:25]3)[CH2:14][CH2:15]2)[cH:6][cH:7]1. Reactants: C1(=CC=C(C=C1)CO)C=CC1=CC=CC=C1 (4-stilbenemethanol). The reagents and catalysts are [Pd] (Pd/C). Solvent: C1CCOC1 (THF). The product is C1(=CC=CC=C1)CCC1=CC=C(CO)C=C1 (p-(2-Phenylethyl)benzyl alcohol). Reaction SMILES: [C:1]1([CH:9]=[CH:10][C:11]2[CH:16]=[CH:15][CH:14]=[CH:13][CH:12]=2)[CH:6]=[CH:5][C:4]([CH2:7][OH:8])=[CH:3][CH:2]=1>C1COCC1.[Pd]>[C:11]1([CH2:10][CH2:9][C:1]2[CH:2]=[CH:3][C:4]([CH2:7][OH:8])=[CH:5][CH:6]=2)[CH:12]=[CH:13][CH:14]=[CH:15][CH:16]=1. Procedure details: Hydrogenating 10 g (48 mmol) of 4-stilbenemethanol (Aldrich; Milwankee/U.S.A.) in 100 ml of THF, in the presence of 0.5 g of 5% Pd/C under low pressure and at RT, filtering through ®Celite (filtering aid based on kieselguhr, Johns-Manville Corp., obtainable from Fluka, Buchs, Switzerland) and evaporating the filtrate affords the title compound, approximately 15% of which, according to the 1H-NMR spectrum, consists of p-(2-phenylethyl)toluene: TLC Rf (A)=0.62; 1H-NMR (200 MHz, CDCl3): 2.92 (s, 4H... Starting materials: NC1=NC=CC=C1 (2-aminopyridine), ClCC=O (chloroacetaldehyde). The solvent is CO (methanol), N (ammonia). The product is N=1C=CN2C1C=CC=C2 (imidazo[1,2-a]pyridine). The yield is 88.9%. Reaction SMILES: [NH2:1][C:2]1[CH:7]=[CH:6][CH:5]=[CH:4][N:3]=1.Cl[CH2:9][CH:10]=O>CO.N>[N:1]1[CH:9]=[CH:10][N:3]2[CH:4]=[CH:5][CH:6]=[CH:7][C:2]=12. Procedure details: A mixture of 9.4 g (0.1 mole) of 2-aminopyridine and 19.2 g (0.11 mole) of 45% aqueous chloroacetaldehyde was stirred, during which spontaneous heating occurred. When the exothermic reaction subsided, the mixture was dissolved in methanol containing 15 ml of concentrated aqueous ammonia and extracted with dichloromethane. The organic layer was dried over magnesium sulfate, filtered, and concentrated in vacuo to an oil. Distillation at 80-83° and 0.2 mm Hg pressure yielded 10.5 g of imidazo[1,2-a... Run in O1CCCC1 (tetrahydrofuran). Procedure: A mixture of 2.5 g of [1-(2-phenyl-ethenesulfonyl)-piperidin-4-ylmethyl]-carbamic acid benzyl ester, 1 g of 20% palladium hydroxide on carbon, 200 mL of methanol and 50 mL of tetrahydrofuran were shaken under 50 psi of hydrogen for 2 days at rt. The catalyst was filtered off and washed with 250 mL of methanol. Concentration under reduced pressure gave the C-[1-(2-phenyl-ethanesulfonyl)-piperidin-4-yl]-methylamine as a white solid. Reactants: [H][H] (hydrogen), C(C1=CC=CC=C1)OC(NCC1CCN(CC1)S(=O)(=O)C=CC1=CC=CC=C1)=O ([1-(2-phenyl-ethenesulfonyl)-piperidin-4-ylmethyl]-carbamic acid benzyl ester), CO (methanol). The reagents and catalysts are [OH-].[OH-].[Pd+2] (palladium hydroxide on carbon). RXN SMILES: C(OC(=O)[NH:10][CH2:11][CH:12]1[CH2:17][CH2:16][N:15]([S:18]([CH:21]=[CH:22][C:23]2[CH:28]=[CH:27][CH:26]=[CH:25][CH:24]=2)(=[O:20])=[O:19])[CH2:14][CH2:13]1)C1C=CC=CC=1.CO.[H][H]>[OH-].[OH-].[Pd+2].O1CCCC1>[C:23]1([CH2:22][CH2:21][S:18]([N:15]2[CH2:14][CH2:13][CH:12]([CH2:11][NH2:10])[CH2:17][CH2:16]2)(=[O:19])=[O:20])[CH:28]=[CH:27][CH:26]=[CH:25][CH:24]=1 |f:3.4.5|. Yields the product C1(=CC=CC=C1)CCS(=O)(=O)N1CCC(CC1)CN (C-[1-(2-phenyl-ethanesulfonyl)-piperidin-4-yl]-methylamine). Reactants: COCCC(=O)N (3-methoxypropionamide), C(CCCCCCCCCCC)N (dodecylamine), N (ammonia), [OH-].[Na+] (sodium hydroxide). The product is C(CCCCCCCCCCC)NC(C=C)=O (N-dodecylacrylamide). As a reaction SMILES: CO[CH2:3][CH2:4][C:5]([NH2:7])=[O:6].[CH2:8](N)[CH2:9][CH2:10][CH2:11][CH2:12][CH2:13][CH2:14][CH2:15][CH2:16][CH2:17][CH2:18][CH3:19].N.[OH-].[Na+]>>[CH2:19]([NH:7][C:5](=[O:6])[CH:4]=[CH2:3])[CH2:18][CH2:17][CH2:16][CH2:15][CH2:14][CH2:13][CH2:12][CH2:11][CH2:10][CH2:9][CH3:8] |f:3.4|. Procedure: 103.1 g (1.0 mole) of 3-methoxypropionamide are heated with 194.6 g (1.05 mole) of dodecylamine in a temperature range of 130°-170° C. until the evolution of ammonia is complete. The mixture is allowed to cool, 1.5 g of sodium hydroxide is added and the mixture is heated in a high vacuum at 90° to 110° C. The methanol is split off within about 30 minutes, vigorous foaming occurring. The temperature is increased and 172.4 g (0.72 mole=72% of the theoretical yield) of N-dodecylacrylamide having a ...